Dataset: the Open Reaction Database (ORD), a public repository of structured organic reaction records. Task: describe an organic reaction: reactants, conditions, products, and yield Reactants: C(=C)[C@@]1(CCC(O1)=O)CO ((S)-5-Vinyl-5-hydroxymethyl-tetrahydro-2-furanone), C(C1=CC=CC=C1)Br (benzyl bromide). The reagents and catalysts are [Ag-]=O (silver(I) oxide). The solvent is CN(C)C=O (DMF). Yields the product C(C1=CC=CC=C1)OCC1(CCC(O1)=O)C=C (5-[(benzyloxy)methyl]-5-vinyl-tetrahydro-2-furanone). Yield: 80.1%. As a reaction SMILES: [CH:1]([C@@:3]1([CH2:9][OH:10])[O:7][C:6](=[O:8])[CH2:5][CH2:4]1)=[CH2:2].[CH2:11](Br)[C:12]1[CH:17]=[CH:16][CH:15]=[CH:14][CH:13]=1>CN(C=O)C.[Ag-]=O>[CH2:11]([O:10][CH2:9][C:3]1([CH:1]=[CH2:2])[O:7][C:6](=[O:8])[CH2:5][CH2:4]1)[C:12]1[CH:17]=[CH:16][CH:15]=[CH:14][CH:13]=1. Procedure: A solution of 2.13 (0.140 g, 1.0 mmol) in DMF (5 mL) was stirred with silver(I) oxide (0.232 g, 1.0 mmol) and benzyl bromide (0.3 mL, 2.5 mmol) for 5 days at room temperature. The reaction mixture was filtered, diluted with water, and extracted thrice with EtOAc. The organic layer was washed with water, dried (Na2SO4), and concentrated. The residue was purified by flash column chromatography over silica gel with hexanes:EtOAc (2:1) as eluant to give the intermediate 5-[(benzyloxy)methyl]-5-vinyl...